From a dataset of the Open Reaction Database (ORD), a public repository of structured organic reaction records. describe an organic reaction: reactants, conditions, products, and yield Reactants: CCCCCC1CCC(COc2ccc(CCn3c(C)ccc3-c3ccc(O)cc3)cc2)CC1, Cc1ccccc1, O=C(N=NC(=O)N1CCCCC1)N1CCCCC1, O, CCOC(=O)C(O)Cc1ccccc1, c1ccc(P(c2ccccc2)c2ccccc2)cc1. Yields the product CCCCCC1CCC(COc2ccc(CCn3c(C)ccc3-c3ccc(OC(Cc4ccccc4)C(=O)OCC)cc3)cc2)CC1. Reaction SMILES: [CH3:1][c:2]1[cH:3][cH:4][c:5](-[c:28]2[cH:29][cH:30][c:31]([OH:34])[cH:32][cH:33]2)[n:6]1[CH2:7][CH2:8][c:9]1[cH:10][cH:11][c:12]([O:15][CH2:16][CH:17]2[CH2:18][CH2:19][CH:20]([CH2:23][CH2:24][CH2:25][CH2:26][CH3:27])[CH2:21][CH2:22]2)[cH:13][cH:14]1.[CH3:86][c:87]1[cH:88][cH:89][cH:90][cH:91][cH:92]1.[N:68]([C:69]([N:70]1[CH2:71][CH2:72][CH2:73][CH2:74][CH2:75]1)=[O:76])=[N:77][C:78]([N:79]1[CH2:80][CH2:81][CH2:82][CH2:83][CH2:84]1)=[O:85].[OH2:93].[OH:35][CH:36]([C:37](=[O:38])[O:39][CH2:40][CH3:41])[CH2:42][c:43]1[cH:44][cH:45][cH:46][cH:47][cH:48]1.[c:49]1([P:50]([c:51]2[cH:52][cH:53][cH:54][cH:55][cH:56]2)[c:57]2[cH:58][cH:59][cH:60][cH:61][cH:62]2)[cH:63][cH:64][cH:65][cH:66][cH:67]1>>[CH3:1][c:2]1[cH:3][cH:4][c:5](-[c:28]2[cH:29][cH:30][c:31]([O:34][CH:36]([C:37](=[O:38])[O:39][CH2:40][CH3:41])[CH2:42][c:43]3[cH:44][cH:45][cH:46][cH:47][cH:48]3)[cH:32][cH:33]2)[n:6]1[CH2:7][CH2:8][c:9]1[cH:10][cH:11][c:12]([O:15][CH2:16][CH:17]2[CH2:18][CH2:19][CH:20]([CH2:23][CH2:24][CH2:25][CH2:26][CH3:27])[CH2:21][CH2:22]2)[cH:13][cH:14]1. The reactants are C(C)(C)(C)ON=O (Tert-butylnitrite), N1=CC(=CC2=CC=CC=C12)N (quinolin-3-amine), B(F)(F)F.CCOCC (borontrifluoride-etherate). The solvent is C1=CC(=CC=C1Cl)Cl (dichlorobenzene). Conditions: temperature 100 celsius, time 1 hour. Product: FC=1C=NC2=CC=CC=C2C1 (3-fluoroquinoline). RXN SMILES: C(ON=O)(C)(C)C.[N:8]1[C:17]2[C:12](=[CH:13][CH:14]=[CH:15][CH:16]=2)[CH:11]=[C:10](N)[CH:9]=1.B(F)(F)[F:20].CCOCC>C1C(Cl)=CC=C(Cl)C=1>[F:20][C:10]1[CH:9]=[N:8][C:17]2[C:12]([CH:11]=1)=[CH:13][CH:14]=[CH:15][CH:16]=2 |f:2.3|. Procedure details: Tert-butylnitrite (4.6 ml, 38.7 mmol) was added dropwise over 15 min to a solution of quinolin-3-amine (4.61 g, 32.0 mmol) and borontrifluoride-etherate (6 ml, 47.3 mmol) in dichlorobenzene (100 ml). The solution was heated to 100° C. After stirring for 1 h, the solution was cooled to ambient temperature and the dichlorobenzene was decanted leaving 3-fluoroquinoline as a black residue. Method [8] retention time 3.28 min by HPLC (M+ 148). The reactants are ClCCCOC=1C(=CC2=C(C3=C(C(O2)=O)CCC3)C1)OC (8-(3-chloropropoxy)-2,3-dihydro-7-methoxy-cyclopenta[c][1]benzopyran-4(1H)-one), C(\C=C\C(=O)[O-])(=O)[O-] (Fumarate), Cl.Cl.COC1=CC=C(C=C1)N1CCNCC1 (1-(4-methoxyphenyl)piperazine dihydrochloride), C(C)O (ethanol). Run in CC(=O)C (acetone). The product is COC1=CC2=C(C3=C(C(O2)=O)CCC3)C=C1OCCCN1CCN(CC1)C1=CC=C(C=C1)OC (2,3-dihydro-7-methoxy-8-{3-[4-(4-methoxyphenyl)-1-piperazinyl]propoxy}cyclopenta[c][1]benzopyran-4(1H)-one). The yield is 45.0%. Reaction SMILES: Cl[CH2:2][CH2:3][CH2:4][O:5][C:6]1[C:7]([O:20][CH3:21])=[CH:8][C:9]2[O:14][C:13](=[O:15])[C:12]3[CH2:16][CH2:17][CH2:18][C:11]=3[C:10]=2[CH:19]=1.Cl.Cl.[CH3:24][O:25][C:26]1[CH:31]=[CH:30][C:29]([N:32]2[CH2:37][CH2:36][NH:35][CH2:34][CH2:33]2)=[CH:28][CH:27]=1.C(O)C.C([O-])(=O)/C=C/C([O-])=O>CC(C)=O>[CH3:21][O:20][C:7]1[C:6]([O:5][CH2:4][CH2:3][CH2:2][N:35]2[CH2:34][CH2:33][N:32]([C:29]3[CH:28]=[CH:27][C:26]([O:25][CH3:24])=[CH:31][CH:30]=3)[CH2:37][CH2:36]2)=[CH:19][C:10]2[C:11]3[CH2:18][CH2:17][CH2:16][C:12]=3[C:13](=[O:15])[O:14][C:9]=2[CH:8]=1 |f:1.2.3|. Procedure: Method A (60 h at 40° C.); starting materials: 8-(3-chloropropoxy)-2,3-dihydro-7-methoxy-cyclopenta[c][1]benzopyran-4(1H)-one (example 83) and 1-(4-methoxyphenyl)piperazine dihydrochloride; yield 45%; fusion point 155°-156° C. (from ethanol). Fumarate: method E; yield 96%; fusion point 207°-210° C. (from acetone). The solvent is C(C)(C)(CC)O (tert-amyl alcohol), ClCCl (dichloromethane). Yield: 50.6%. The product is C1=CC=CC2=CC3=CC=CC=C3C(=C12)SC1=CC2=CC=CC=C2C=C1 (9-anthracenyl(2-naphthyl)sulfide). Procedure: A mixture of 2-naphthalenethiol (15.5 g, 0.097 mol), 9-bromoanthracene (25.0 g, 0.0.097 mol), CuI (19.1 g, 0.1 mol), K2CO3 (15.0 g, 0.11 mol), KI (16.6 g, 0.1 mol) and ethylene glycol (10 mL) in tert-amyl alcohol (500 mL) were refluxed for 48 h under N2. After cooling, dichloromethane was added and the mixture washed with 2N NaOH and water, and filtered through an alumina plug. Solvent was removed by rotary evaporation under vacuum and the residue purified by column chromatography (silica/hexane... The reagents and catalysts are [Cu]I (CuI). As a reaction SMILES: [CH:1]1[C:10]2[C:5](=[CH:6][CH:7]=[CH:8][CH:9]=2)[CH:4]=[CH:3][C:2]=1[SH:11].Br[C:13]1[C:14]2[C:19]([CH:20]=[C:21]3[C:26]=1[CH:25]=[CH:24][CH:23]=[CH:22]3)=[CH:18][CH:17]=[CH:16][CH:15]=2.C([O-])([O-])=O.[K+].[K+].C(O)CO>C(O)(CC)(C)C.[Cu]I.ClCCl>[CH:15]1[C:14]2[C:19](=[CH:20][C:21]3[C:26]([C:13]=2[S:11][C:2]2[CH:3]=[CH:4][C:5]4[C:10](=[CH:9][CH:8]=[CH:7][CH:6]=4)[CH:1]=2)=[CH:25][CH:24]=[CH:23][CH:22]=3)[CH:18]=[CH:17][CH:16]=1 |f:2.3.4|. Reactants: C1=C(C=CC2=CC=CC=C12)S (2-naphthalenethiol), BrC=1C2=CC=CC=C2C=C2C=CC=CC12 (9-bromoanthracene), C(=O)([O-])[O-].[K+].[K+] (K2CO3), C(CO)O (ethylene glycol). The reactants are C1CCOC1, O=C(NCCCCl)Nc1cccnc1, [H-], [Na+], CN(C)C=O. The product is O=C1NCCCN1c1cccnc1. RXN SMILES: [CH2:22]1[O:23][CH2:24][CH2:25][CH2:26]1.[Cl:1][CH2:2][CH2:3][CH2:4][NH:5][C:6](=[O:7])[NH:8][c:9]1[cH:10][n:11][cH:12][cH:13][cH:14]1.[H-:15].[Na+:16].[O:17]=[CH:18][N:19]([CH3:20])[CH3:21]>>[CH2:2]1[CH2:3][CH2:4][NH:5][C:6](=[O:7])[N:8]1[c:9]1[cH:10][n:11][cH:12][cH:13][cH:14]1. Reaction SMILES: COC1C=C(C=CC=1OC)CCNC(OCC1C=CC=CC=1)C(C1C=CC=CC=1)=O.[CH3:31][O:32][C:33]1[CH:34]=[C:35]([CH:56]=[CH:57][C:58]=1[O:59][CH3:60])[CH2:36][CH2:37][NH:38][CH2:39][C:40]([OH:55])([O:47]CC1C=CC=CC=1)[C:41]1[CH:46]=[CH:45][CH:44]=[CH:43][CH:42]=1>>[CH3:31][O:32][C:33]1[CH:34]=[C:35]([CH:56]=[CH:57][C:58]=1[O:59][CH3:60])[CH2:36][CH2:37][NH:38][CH2:39][C:40]([OH:55])([OH:47])[C:41]1[CH:46]=[CH:45][CH:44]=[CH:43][CH:42]=1. Reported procedure: The α-(3,4-dimethoxyphenethylamino)-monobenzyloxyacetophenone (III) or α-(3,4-dimethoxyphenethylaminomethyl)-monobenzyloxybenzylalcohol (IV) is then subjected to catalytic hydrogenation to give the α-(3,4-dimethoxyphenethylaminomethyl)-monohydroxybenzylalcohol (I). Said catalytic hydrogenation is carried out by shaking a solution of the compound (III) or (IV) in the presence of a catalyst in a hydrogen atmosphere. Preferred examples of the catalyst include platinum dioxide, platinum and palladiu... Starting materials: COC=1C=C(CCNC(C(=O)C2=CC=CC=C2)OCC2=CC=CC=C2)C=CC1OC (α-(3,4-dimethoxyphenethylamino)-monobenzyloxyacetophenone), COC=1C=C(CCNCC(C2=CC=CC=C2)(OCC2=CC=CC=C2)O)C=CC1OC (α-(3,4-dimethoxyphenethylaminomethyl)-monobenzyloxybenzylalcohol). The product is COC=1C=C(CCNCC(C2=CC=CC=C2)(O)O)C=CC1OC (α-(3,4-dimethoxyphenethylaminomethyl)-monohydroxybenzylalcohol). Starting materials: [Al+3], [H-], [H-], [H-], [H-], [Li+], C1CCOC1, O, O=S(=O)(O)O, O=C(O)CCCc1ccccc1. The product is OCCCCc1ccccc1. Reaction SMILES: [Al+3:2].[H-:1].[H-:4].[H-:5].[H-:6].[Li+:3].[O:25]1[CH2:26][CH2:27][CH2:28][CH2:29]1.[OH2:19].[S:20](=[O:21])(=[O:22])([OH:23])[OH:24].[c:7]1([CH2:13][CH2:14][CH2:15][C:16](=[O:17])[OH:18])[cH:8][cH:9][cH:10][cH:11][cH:12]1>>[c:7]1([CH2:13][CH2:14][CH2:15][CH2:16][OH:17])[cH:8][cH:9][cH:10][cH:11][cH:12]1.